Dataset: the Open Reaction Database (ORD), a public repository of structured organic reaction records. Task: describe an organic reaction: reactants, conditions, products, and yield Reactants: C[O-].[Na+] (sodium methylate), C1(CC1)C1=NC(=NC(=N1)C(Cl)(Cl)Cl)C(Cl)(Cl)Cl (2-cyclopropyl-4,6-bis-(trichloromethyl)-1,3,5-triazine), CO (methanol). The product is C1(CC1)C1=NC(=NC(=N1)OC)OC (2-cyclopropyl-4,6-dimethoxy-1,3,5-triazine). As a reaction SMILES: [CH3:1][O-:2].[Na+].[CH:4]1([C:7]2[N:12]=[C:11](C(Cl)(Cl)Cl)[N:10]=[C:9](C(Cl)(Cl)Cl)[N:8]=2)[CH2:6][CH2:5]1.[CH3:21][OH:22]>>[CH:4]1([C:7]2[N:12]=[C:11]([O:2][CH3:1])[N:10]=[C:9]([O:22][CH3:21])[N:8]=2)[CH2:6][CH2:5]1 |f:0.1|. Procedure: 8.1 g of sodium methylate are added to a solution of 71.2 g of 2-cyclopropyl-4,6-bis-(trichloromethyl)-1,3,5-triazine in 200 ml of methanol, and stirring is maintained for 5 hours at room temperature. The solution is then evaporated to dryness, and the residue is stirred up with 200 ml of ether. The resulting suspension is filtered and the filtrate is concentrated by evaporation. The residue crystallises, and is recrystallised from ether/hexane. The yield is 35.7 g of the above triazine, m.p. 68...